This data is from the Open Reaction Database (ORD), a public repository of structured organic reaction records. The task is: describe an organic reaction: reactants, conditions, products, and yield Starting materials: C(C1=CC=CC=C1)OC(=O)N[C@@H](C)C1=CCC(CC1)=O (4-[(1S)-1-benzyloxycarbonylamino-ethyl]-cyclohex-3-en-1-one), C[Si](C)(C)[N-][Si](C)(C)C.[Li+] (lithium bis-trimethylsilylamide), C(C1=CC=CC=C1)Br (benzylbromide). Run in C(C)(=O)OCC (ethyl acetate), C1CCOC1 (THF). Conditions: temperature -78 celsius, time 6 hour. Yields the product C(C1=CC=CC=C1)C1C(CCC(=C1)[C@H](C)NC(=O)OCC1=CC=CC=C1)=O (2-benzyl-4-[(1S)-1-benzyloxycarbonylamino-ethyl]-cyclohex-3-en-1-one). RXN SMILES: [CH2:1]([O:8][C:9]([NH:11][C@H:12]([C:14]1[CH2:19][CH2:18][C:17](=[O:20])[CH2:16][CH:15]=1)[CH3:13])=[O:10])[C:2]1[CH:7]=[CH:6][CH:5]=[CH:4][CH:3]=1.C[Si]([N-][Si](C)(C)C)(C)C.[Li+].[CH2:31](Br)[C:32]1[CH:37]=[CH:36][CH:35]=[CH:34][CH:33]=1>C1COCC1.C(OCC)(=O)C>[CH2:31]([CH:18]1[CH:19]=[C:14]([C@@H:12]([NH:11][C:9]([O:8][CH2:1][C:2]2[CH:3]=[CH:4][CH:5]=[CH:6][CH:7]=2)=[O:10])[CH3:13])[CH2:15][CH2:16][C:17]1=[O:20])[C:32]1[CH:37]=[CH:36][CH:35]=[CH:34][CH:33]=1 |f:1.2|. Procedure: To a stirred solution of the above ketone (33) (14.93 g) in dry THF (200 mL) at -78° C. under Ar was added a solution of lithium bis-trimethylsilylamide (55 mL, 1N in THF). After stirring for 20 min benzylbromide (35 mL) was added and the reaction stirred for an additional 6 h at -78° C. then allowed to slowly warm to room temperature. The reaction was taken up in ethyl acetate, washed with 1N HCl, saturated NaCl, dried over MgSO4 and evaporated. The product (34) was obtained by flash chromatogr... Reactants: N1=C(C=CC=C1)C1C(CCCC1)=O (2-Pyridin-2-yl-cyclohexanone), C(C)(C)(C)OC(N(C)C)N(C)C (tert.-butoxy-bis-(dimethylamino)-methane). Product: CN(C=C1C(C(CCC1)C1=NC=CC=C1)=O)C (2-[1-Dimethylamino-methylidene]-6-pyridin-2-yl-cyclohexanone). As a reaction SMILES: [N:1]1[CH:6]=[CH:5][CH:4]=[CH:3][C:2]=1[CH:7]1[CH2:12][CH2:11][CH2:10][CH2:9][C:8]1=[O:13].C(O[CH:19](N(C)C)[N:20]([CH3:22])[CH3:21])(C)(C)C>>[CH3:19][N:20]([CH3:22])[CH:21]=[C:9]1[CH2:10][CH2:11][CH2:12][CH:7]([C:2]2[CH:3]=[CH:4][CH:5]=[CH:6][N:1]=2)[C:8]1=[O:13]. Reported procedure: 2-Pyridin-2-yl-cyclohexanone (175 mg, 1.0 mmol) was reacted with tert.-butoxy-bis-(dimethylamino)-methane using in analogous manner the procedure described in example 45a) to give crude title compound (226 mg) as a yellow solid which was used directly in the next step. MS ISP (m/e): 231.4 (100) [(M+H)+]. Yields the product O=C(Nc1ccc(F)cc1F)OCc1ccccc1. RXN SMILES: [Cl:16][C:17](=[O:18])[O:19][CH2:20][c:21]1[cH:22][cH:23][cH:24][cH:25][cH:26]1.[Cl:27][CH2:28][Cl:29].[F:1][c:2]1[c:3]([NH2:4])[cH:5][cH:6][c:7]([F:9])[cH:8]1.[cH:10]1[cH:11][cH:12][n:13][cH:14][cH:15]1>>[F:1][c:2]1[c:3]([NH:4][C:17](=[O:18])[O:19][CH2:20][c:21]2[cH:22][cH:23][cH:24][cH:25][cH:26]2)[cH:5][cH:6][c:7]([F:9])[cH:8]1. The reactants are O=C(Cl)OCc1ccccc1, ClCCl, Nc1ccc(F)cc1F, c1ccncc1. Reactants: C(CCC)C=1N(N=C2C(=NC=3C=CC=CC3C21)N)C(C)(C)C (1-butyl-2-tert-butyl-2H-pyrazolo[3,4-c]quinolin-4-amine), Cl (HCl). Run in O (water). The product is Cl.C(CCC)C=1NN=C2C(=NC=3C=CC=CC3C21)N (1-butyl-2H-pyrazolo[3,4-c]quinolin-4-amine hydrochloride). As a reaction SMILES: [CH2:1]([C:5]1[N:6](C(C)(C)C)[N:7]=[C:8]2[C:17]=1[C:16]1[CH:15]=[CH:14][CH:13]=[CH:12][C:11]=1[N:10]=[C:9]2[NH2:18])[CH2:2][CH2:3][CH3:4].[ClH:23]>O>[ClH:23].[CH2:1]([C:5]1[NH:6][N:7]=[C:8]2[C:17]=1[C:16]1[CH:15]=[CH:14][CH:13]=[CH:12][C:11]=1[N:10]=[C:9]2[NH2:18])[CH2:2][CH2:3][CH3:4] |f:3.4|. Procedure: A solution of 1-butyl-2-tert-butyl-2H-pyrazolo[3,4-c]quinolin-4-amine (prepared as described in Example 43, 1.43 g, 4.60 mmol) in 6 M HCl in water (40 mL) was heated at 100° C. overnight. The reaction mixture was allowed too cool to room temperature and a white solid was isolated by filtration, washed with water to provide 1-butyl-2H-pyrazolo[3,4-c]quinolin-4-amine hydrochloride that was used in the next step without extensive drying. Alternatively, the product can be dried in a vacuum oven at 9... The reactants are [N+](=O)([O-])C=1C(N(C(N(C1)COC)=O)CC(=O)OCC)=O (Ethyl 5-Nitro-1-methoxymethyl-3-uracilylacetate). The reagents and catalysts are [Pd] (Pd/C). Solvent: C(C)O (ethanol). Yields the product NC=1C(N(C(N(C1)COC)=O)CC(=O)OCC)=O (ethyl 5-amino-1-methoxymethyl-uracilylacetate). RXN SMILES: [N+:1]([C:4]1[C:5](=[O:20])[N:6]([CH2:14][C:15]([O:17][CH2:18][CH3:19])=[O:16])[C:7](=[O:13])[N:8]([CH2:10][O:11][CH3:12])[CH:9]=1)([O-])=O>C(O)C.[Pd]>[NH2:1][C:4]1[C:5](=[O:20])[N:6]([CH2:14][C:15]([O:17][CH2:18][CH3:19])=[O:16])[C:7](=[O:13])[N:8]([CH2:10][O:11][CH3:12])[CH:9]=1. Procedure details: A stirred solution of the compound of Example 42 (10.0 g, 35 mmole) in ethanol (100 mL) is hydrogenated over 10% Pd/C (1.00 g) for 8 hours under balloon pressure. Celite is added, and the reaction mixture is filtered through a pad of celite, using ethyl acetate to wash. The solvent is removed in vacuo to give crude ethyl 5-amino-1-methoxymethyl-uracilylacetate. Starting materials: CC1=[N+](C=CC(=C1C)SCCN1CCOCC1)[O-] (2,3-Dimethyl-4-(2-morpholinoethylthio)pyridine-N-oxide), C(C)(=O)OC(C)=O (acetic anhydride). Reaction conditions: temperature 90 celsius, time 1.5 hour. The product is OCC1=NC=CC(=C1C)SCCN1CCOCC1 (2-hydroxymethyl-3-methyl-4-(2-morpholinoethylthio)pyridine). As a reaction SMILES: [CH3:1][C:2]1[C:7]([CH3:8])=[C:6]([S:9][CH2:10][CH2:11][N:12]2[CH2:17][CH2:16][O:15][CH2:14][CH2:13]2)[CH:5]=[CH:4][N+:3]=1[O-].C(OC(=O)C)(=[O:21])C>>[OH:21][CH2:1][C:2]1[C:7]([CH3:8])=[C:6]([S:9][CH2:10][CH2:11][N:12]2[CH2:17][CH2:16][O:15][CH2:14][CH2:13]2)[CH:5]=[CH:4][N:3]=1. Procedure details: 2,3-Dimethyl-4-(2-morpholinoethylthio)pyridine-N-oxide (3.0 g) was dissolved in acetic anhydride (30 ml) and the mixture was stirred at 90° C. for 1.5 hours. The solvent was distilled away and water was added to the residue. The mixture was extracted with chloroform and dried over anhydrous magnesium sulfate, and the solvent was distilled away. The residual 2-acetoxymethyl-3-methyl-4-(2-morpholinoethylthio)pyridine (3.2 g) was dissolved in methanol (30 ml) and thereto was added sodium hydroxide ...